Dataset: the Open Reaction Database (ORD), a public repository of structured organic reaction records. Task: describe an organic reaction: reactants, conditions, products, and yield The reactants are CC(C)(C)OC(=O)CCC(NC(=O)c1ccc(N)cc1)C(=O)OC(C)(C)C, CCCCCCCCCCCCCCCCCCNC(=O)OCC(CSCCC(=O)O)OC(=O)NCCCCCCCCCCCCCCCCCC, ClP(Cl)Cl, c1ccncc1. Product: CCCCCCCCCCCCCCCCCCNC(=O)OCC(CSCCC(=O)Nc1ccc(C(=O)NC(CCC(=O)OC(C)(C)C)C(=O)OC(C)(C)C)cc1)OC(=O)NCCCCCCCCCCCCCCCCCC. Reaction SMILES: [C:5]([CH3:6])([CH3:7])([CH3:8])[O:9][C:10]([CH:11]([NH:12][C:13]([c:14]1[cH:15][cH:16][c:17]([NH2:20])[cH:18][cH:19]1)=[O:21])[CH2:22][CH2:23][C:24](=[O:25])[O:26][C:27]([CH3:28])([CH3:29])[CH3:30])=[O:31].[CH2:32]([CH2:33][CH2:34][CH2:35][CH2:36][CH2:37][CH2:38][CH2:39][CH2:40][CH2:41][CH2:42][CH2:43][CH2:44][CH2:45][CH2:46][CH2:47][CH2:48][CH3:49])[NH:50][C:51](=[O:52])[O:53][CH:54]([CH2:55][S:56][CH2:57][CH2:58][C:59](=[O:60])[OH:61])[CH2:62][O:63][C:64]([NH:65][CH2:66][CH2:67][CH2:68][CH2:69][CH2:70][CH2:71][CH2:72][CH2:73][CH2:74][CH2:75][CH2:76][CH2:77][CH2:78][CH2:79][CH2:80][CH2:81][CH2:82][CH3:83])=[O:84].[Cl:1][P:2]([Cl:3])[Cl:4].[cH:85]1[cH:86][cH:87][n:88][cH:89][cH:90]1>>[C:5]([CH3:6])([CH3:7])([CH3:8])[O:9][C:10]([CH:11]([NH:12][C:13]([c:14]1[cH:15][cH:16][c:17]([NH:20][C:59]([CH2:58][CH2:57][S:56][CH2:55][CH:54]([O:53][C:51]([NH:50][CH2:32][CH2:33][CH2:34][CH2:35][CH2:36][CH2:37][CH2:38][CH2:39][CH2:40][CH2:41][CH2:42][CH2:43][CH2:44][CH2:45][CH2:46][CH2:47][CH2:48][CH3:49])=[O:52])[CH2:62][O:63][C:64]([NH:65][CH2:66][CH2:67][CH2:68][CH2:69][CH2:70][CH2:71][CH2:72][CH2:73][CH2:74][CH2:75][CH2:76][CH2:77][CH2:78][CH2:79][CH2:80][CH2:81][CH2:82][CH3:83])=[O:84])=[O:60])[cH:18][cH:19]1)=[O:21])[CH2:22][CH2:23][C:24](=[O:25])[O:26][C:27]([CH3:28])([CH3:29])[CH3:30])=[O:31]. Starting materials: C(C1=CC=CC=C1)OCN1C(=C(C=C1Br)C(=O)OCC)C=O (ethyl 1-benzyloxymethyl-5-bromo-2-formyl-1H-pyrrol-3-carboxylate), C(C)(C)N(C(C)C)CC (N,N-diisopropylethylamine), [H][H] (hydrogen). The reagents and catalysts are [Pd] (palladium). The solvent is C1(=CC=CC=C1)C (toluene). Product: C(C1=CC=CC=C1)OCN1C(=C(C=C1)C(=O)OCC)C=O (Ethyl 1-benzyloxymethyl-2-formyl-1H-pyrrol-3-carboxylate). The yield is 103.0%. RXN SMILES: [CH2:1]([O:8][CH2:9][N:10]1[C:14](Br)=[CH:13][C:12]([C:16]([O:18][CH2:19][CH3:20])=[O:17])=[C:11]1[CH:21]=[O:22])[C:2]1[CH:7]=[CH:6][CH:5]=[CH:4][CH:3]=1.C(N(CC)C(C)C)(C)C.[H][H]>[Pd].C1(C)C=CC=CC=1>[CH2:1]([O:8][CH2:9][N:10]1[CH:14]=[CH:13][C:12]([C:16]([O:18][CH2:19][CH3:20])=[O:17])=[C:11]1[CH:21]=[O:22])[C:2]1[CH:7]=[CH:6][CH:5]=[CH:4][CH:3]=1. Procedure details: To 43 ml of toluene solution containing 3.66 g (10.0 mmol) of ethyl 1-benzyloxymethyl-5-bromo-2-formyl-1H-pyrrol-3-carboxylate obtained in Reference example 17-(c) were added 2.1 ml of N,N-diisopropylethylamine and 0.4 g of 5% palladium-active carbon, and the mixture was stirred under 1 atm hydrogen atmosphere at room temperature for 6 hours. After completion of the reaction, insoluble material was removed by filtration from the reaction mixture, ethyl acetate was added to the filtrate, and the ... Reactants: BrC=1C=CC(=NC1)OC1=CC=C(C=O)C=C1 (4-[(5-bromopyridin-2-yl)oxy]benzaldehyde), C1(CC1)B(O)O (cyclopropylboronic acid), P(=O)([O-])([O-])[O-].[K+].[K+].[K+] (tripotassium phosphate), C1(CCCCC1)P(C1CCCCC1)C1CCCCC1 (tricyclohexylphosphine). The reagents and catalysts are C(C)(=O)[O-].[Pd+2].C(C)(=O)[O-] (palladium(II) acetate). Run in O (water), C1(=CC=CC=C1)C (toluene), O (water), C(C)(=O)OCC (ethyl acetate). Conditions: temperature 100 celsius, time 3 hour. The product is C1(CC1)C=1C=CC(=NC1)OC1=CC=C(C=O)C=C1 (4-[(5-cyclopropylpyridin-2-yl)oxy]benzaldehyde). The yield is 90.4%. Reaction SMILES: Br[C:2]1[CH:3]=[CH:4][C:5]([O:8][C:9]2[CH:16]=[CH:15][C:12]([CH:13]=[O:14])=[CH:11][CH:10]=2)=[N:6][CH:7]=1.[CH:17]1(B(O)O)[CH2:19][CH2:18]1.P([O-])([O-])([O-])=O.[K+].[K+].[K+].C1(P(C2CCCCC2)C2CCCCC2)CCCCC1>C([O-])(=O)C.[Pd+2].C([O-])(=O)C.C(OCC)(=O)C.O.C1(C)C=CC=CC=1>[CH:17]1([C:2]2[CH:3]=[CH:4][C:5]([O:8][C:9]3[CH:16]=[CH:15][C:12]([CH:13]=[O:14])=[CH:11][CH:10]=3)=[N:6][CH:7]=2)[CH2:19][CH2:18]1 |f:2.3.4.5,7.8.9|. Procedure details: A mixture of the compound (5.00 g) obtained in step (1) above, cyclopropylboronic acid (2.01 g), palladium(II) acetate (201 mg), tripotassium phosphate (13.4 g), tricyclohexylphosphine (0.6 mol/L, solution in toluene, 30.0 mL), toluene (95.0 mL) and water (5.0 mL) was stirred at 100° C. for 3 hours. After cooling the reaction mixture to room temperature, water was added to it and two extractions were conducted with ethyl acetate. The combined organic layers were washed with saturated brine and t...